From a dataset of the Open Reaction Database (ORD), a public repository of structured organic reaction records. describe an organic reaction: reactants, conditions, products, and yield Reactants: ClCCl, O=c1nc(-c2ccccc2F)ccn1CCCCO, [Na+], [Na+], O=S([O-])([O-])=S. Product: O=CCCCn1ccc(-c2ccccc2F)nc1=O. As a reaction SMILES: [Cl:27][CH2:28][Cl:29].[F:1][c:2]1[c:3](-[c:8]2[n:9][c:10](=[O:19])[n:11]([CH2:14][CH2:15][CH2:16][CH2:17][OH:18])[cH:12][cH:13]2)[cH:4][cH:5][cH:6][cH:7]1.[Na+:20].[Na+:21].[O-:22][S:23]([O-:24])(=[S:25])=[O:26]>>[F:1][c:2]1[c:3](-[c:8]2[n:9][c:10](=[O:19])[n:11]([CH2:14][CH2:15][CH2:16][CH:17]=[O:18])[cH:12][cH:13]2)[cH:4][cH:5][cH:6][cH:7]1. The reactants are ClC=1C=CC2=C(C1)C1(NCCN1)S2 (4-chlorobenzothietane-2-spiro-2'-imidazoline), ClC1=C(CCl)C=CC=C1 (2-chlorobenzyl chloride). Solvent: CO (methanol). The product is Cl.ClC1=C(CSC2=C(C=C(C=C2)Cl)C=2NCCN2)C=CC=C1 (2-[2'-(2"-chlorobenzylthio)-5'-chlorphenyl]-imidazoline hydrochloride). Reaction SMILES: [Cl:1][C:2]1[CH:3]=[CH:4][C:5]2[S:13][C:8]3([NH:12][CH2:11][CH2:10][NH:9]3)[C:6]=2[CH:7]=1.[Cl:14][C:15]1[CH:22]=[CH:21][CH:20]=[CH:19][C:16]=1[CH2:17]Cl>CO>[ClH:1].[Cl:14][C:15]1[CH:22]=[CH:21][CH:20]=[CH:19][C:16]=1[CH2:17][S:13][C:5]1[CH:4]=[CH:3][C:2]([Cl:1])=[CH:7][C:6]=1[C:8]1[NH:12][CH2:11][CH2:10][N:9]=1 |f:3.4|. Reported procedure: 32 Parts of 4-chlorobenzothietane-2-spiro-2'-imidazoline is reacted with 26 parts of 2-chlorobenzyl chloride in 300 parts of methanol. The yield is 52 parts (90% of theory) and the melting point is 260° C. with decomposition. Reaction SMILES: [C:68](=[O:69])([O-:70])[O-:71].[C:74]([O-:75])(=[O:76])[CH3:77].[C:79]([O-:80])(=[O:81])[CH3:82].[CH3:83][c:84]1[cH:85][cH:86][cH:87][cH:88][cH:89]1.[Cl:1][c:2]1[n:3][c:4]([Cl:11])[cH:5][c:6]([C:8]([CH3:9])=[O:10])[cH:7]1.[Cs+:72].[Cs+:73].[F:12][c:13]1[cH:14][cH:15][c:16]([CH:19]([CH3:20])[NH2:21])[cH:17][cH:18]1.[Pd+2:78].[c:22]1([P:23]([c:24]2[cH:25][cH:26][cH:27][cH:28][cH:29]2)[c:30]2[cH:31][cH:32][c:33]3[c:34]([cH:35][cH:36][cH:37][cH:38]3)[c:39]2-[c:40]2[c:41]3[c:42]([cH:43][cH:44][cH:45][cH:46]3)[cH:47][cH:48][c:49]2[P:50]([c:51]2[cH:52][cH:53][cH:54][cH:55][cH:56]2)[c:57]2[cH:58][cH:59][cH:60][cH:61][cH:62]2)[cH:63][cH:64][cH:65][cH:66][cH:67]1>>[c:2]1([NH:21][CH:19]([c:16]2[cH:15][cH:14][c:13]([F:12])[cH:18][cH:17]2)[CH3:20])[n:3][c:4]([Cl:11])[cH:5][c:6]([C:8]([CH3:9])=[O:10])[cH:7]1. Reactants: O=C([O-])[O-], CC(=O)[O-], CC(=O)[O-], Cc1ccccc1, CC(=O)c1cc(Cl)nc(Cl)c1, [Cs+], [Cs+], CC(N)c1ccc(F)cc1, [Pd+2], c1ccc(P(c2ccccc2)c2ccc3ccccc3c2-c2c(P(c3ccccc3)c3ccccc3)ccc3ccccc23)cc1. The product is CC(=O)c1cc(Cl)nc(NC(C)c2ccc(F)cc2)c1. The reactants are OC1=C(C(=O)O)C=C(C=C1)O (2,5-dihydroxybenzoic acid), ClC=1C=C(C=CC1F)C(F)(F)F (3-chloro-4-fluoro benzotrifluoride), C([O-])([O-])=O.[K+].[K+] (potassium carbonate), CS(=O)C (dimethylsulfoxide). Solvent: O (water). Reaction conditions: temperature 100 celsius, time 26 hour. Yields the product ClC1=C(OC=2C=CC(=C(C(=O)O)C2)O)C=CC(=C1)C(F)(F)F (5-(2-chloro-4-trifluoromethylphenoxy)-2-hydroxybenzoic acid). Isolated yield 127.0%. As a reaction SMILES: [OH:1][C:2]1[CH:10]=[CH:9][C:8]([OH:11])=[CH:7][C:3]=1[C:4]([OH:6])=[O:5].[Cl:12][C:13]1[CH:14]=[C:15]([C:20]([F:23])([F:22])[F:21])[CH:16]=[CH:17][C:18]=1F.C(=O)([O-])[O-].[K+].[K+].CS(C)=O>O>[Cl:12][C:13]1[CH:14]=[C:15]([C:20]([F:21])([F:22])[F:23])[CH:16]=[CH:17][C:18]=1[O:11][C:8]1[CH:9]=[CH:10][C:2]([OH:1])=[C:3]([CH:7]=1)[C:4]([OH:6])=[O:5] |f:2.3.4|. Procedure: A mixture of 46.27 grams (0.30 mole) of 2,5-dihydroxybenzoic acid, 79.51 grams (0.40 mole) of 3-chloro-4-fluoro benzotrifluoride, 124.45 grams (0.90 mole) of potassium carbonate and 500 milliliters of dimethylsulfoxide was heated, with stirring, at 100° C. for 26 hours. The reaction mixture was then cooled, poured into 1.25 liters of water and extracted three times with methylene chloride. After phase separation, the aqueous phase was acidified with concentrated hydrochloric acid and extracted w... The reactants are COC(=O)c1ccc(C(=O)NN=C(C)c2nn(C)c(-c3cc(C)cc(C)c3)c2O)cc1, CO, Cl, [Na+], [OH-], O. Yields the product CC(=NNC(=O)c1ccc(C(=O)O)cc1)c1nn(C)c(-c2cc(C)cc(C)c2)c1O. RXN SMILES: [CH3:1][c:2]1[cH:3][c:4](-[c:9]2[c:10]([OH:31])[c:11]([C:15]([CH3:16])=[N:17][NH:18][C:19](=[O:20])[c:21]3[cH:22][cH:23][c:24]([C:25](=[O:26])[O:27][CH3:28])[cH:29][cH:30]3)[n:12][n:13]2[CH3:14])[cH:5][c:6]([CH3:8])[cH:7]1.[CH3:32][OH:33].[ClH:36].[Na+:35].[OH-:34].[OH2:37]>>[CH3:1][c:2]1[cH:3][c:4](-[c:9]2[c:10]([OH:31])[c:11]([C:15]([CH3:16])=[N:17][NH:18][C:19](=[O:20])[c:21]3[cH:22][cH:23][c:24]([C:25](=[O:26])[OH:27])[cH:29][cH:30]3)[n:12][n:13]2[CH3:14])[cH:5][c:6]([CH3:8])[cH:7]1.